This data is from the Open Reaction Database (ORD), a public repository of structured organic reaction records. The task is: describe an organic reaction: reactants, conditions, products, and yield Reactants: N1=CCC(C=C1)=O (pyrid-4-one), [H-].[Na+] (NaH), Cl.ClCCOC1=C(C=C2C(=NC=NC2=C1)NC1=CC(=CC=C1)C#C)OCCOC ([7-(2-Chloro-ethoxy)-6-(2-methoxy-ethoxy)-quinazolin-4-yl]-(3-ethynyl-phenyl)-amine Hydrochloride), N1=CCC(C=C1)=O (pyrid-4-one), [H-].[Na+] (NaH). Reagents/catalysts: [I-].C(CCC)[N+](CCCC)(CCCC)CCCC (tetrabutylammonium iodide). Solvent: CN(C)C=O (DMF), CN(C)C=O (DMF). Conditions: temperature 22 celsius, time 40 minute. The product is Cl.C(#C)C=1C=C(C=CC1)NC1=NC=NC2=CC(=C(C=C12)OCCOC)OCCN1C=CC(C=C1)=O (1-{2-[4-(3-Ethynyl-phenylamino)-6-(2-methoxy-ethoxy)-quinazolin-7-yloxy]-ethyl}-1H-pyridin-4-one Hydrochloride). The yield is 47.1%. RXN SMILES: [H-].[Na+].[N:3]1[CH:8]=[CH:7][C:6](=[O:9])[CH2:5][CH:4]=1.Cl.[Cl:11][CH2:12][CH2:13][O:14][C:15]1[CH:24]=[C:23]2[C:18]([C:19]([NH:25][C:26]3[CH:31]=[CH:30][CH:29]=[C:28]([C:32]#[CH:33])[CH:27]=3)=[N:20][CH:21]=[N:22]2)=[CH:17][C:16]=1[O:34][CH2:35][CH2:36][O:37][CH3:38]>[I-].C([N+](CCCC)(CCCC)CCCC)CCC.CN(C=O)C>[ClH:11].[C:32]([C:28]1[CH:27]=[C:26]([NH:25][C:19]2[C:18]3[C:23](=[CH:24][C:15]([O:14][CH2:13][CH2:12][N:3]4[CH:4]=[CH:5][C:6](=[O:9])[CH:7]=[CH:8]4)=[C:16]([O:34][CH2:35][CH2:36][O:37][CH3:38])[CH:17]=3)[N:22]=[CH:21][N:20]=2)[CH:31]=[CH:30][CH:29]=1)#[CH:33] |f:0.1,3.4,5.6,8.9|. Procedure: NaH (30 mg of 60% in mineral oil, 0.77 mmol) was added to anhydrous DMF (2.0 mL) followed by pyrid-4-one (79 mg, 0.83 mmol). The mixture was stirred 40 minutes at 22° C. until all solids dissolved and the evolution of H2 ceased. The title product of Example 34 (120 mg, 0.28 mmol) and tetrabutylammonium iodide (15 mg) were added and the reaction mixture was stirred at 22° C. for 7 days under N2. Additional pyrid-4-one (79 mg) and NaH (30 mg of 60%) were dissolved in DMF (2 mL) and the solution wa... The reactants are solution, BrCC1=C(C=CC=C1)F (1-bromomethyl-2-fluoro-benzene), OC=1C=C(C=O)C=CC1 (3-hydroxy-benzaldehyde), C(=O)([O-])[O-].[K+].[K+] (K2CO3). Solvent: CN(C)C=O (DMF), CN(C)C=O (DMF). Reaction conditions: temperature 90 celsius, time 8 hour. Yields the product FC1=C(COC=2C=C(C=O)C=CC2)C=CC=C1 (3-(2-Fluoro-benzyloxy)-benzaldehyde). Yield: 9.9%. Reaction SMILES: Br[CH2:2][C:3]1[CH:8]=[CH:7][CH:6]=[CH:5][C:4]=1[F:9].[OH:10][C:11]1[CH:12]=[C:13]([CH:16]=[CH:17][CH:18]=1)[CH:14]=[O:15].C([O-])([O-])=O.[K+].[K+]>CN(C=O)C>[F:9][C:4]1[CH:5]=[CH:6][CH:7]=[CH:8][C:3]=1[CH2:2][O:10][C:11]1[CH:12]=[C:13]([CH:16]=[CH:17][CH:18]=1)[CH:14]=[O:15] |f:2.3.4|. Procedure: 0.5 M solution of 1-bromomethyl-2-fluoro-benzene (1.50 g, 8.0 mmol) in DMF was added dropwise to a suspension of 3-hydroxy-benzaldehyde (0.89 g, 7.3 mmol), K2CO3 (1.51 g, 11 mmol) and KI (0.12 g, 0.73 mmol) in 100 ml DMF. The reaction mixture was stirred at 90° C. overnight. After cooling to room temperature, the solid residue was filtered off and the solvent was evaporated under vacuum. The residue was dissolved in ethyl acetate, the organic layer washed twice with 1M NaOH, dried over Na2SO4 an... The reactants are FC1=C(C=CC=C1)C1=NC(C(N(C2=C1C=C(C=C2)[N+](=O)[O-])C)=O)(C)C (5-(o-fluorphenyl)-1,3-dihydro-1,3,3-trimethyl-7-nitro-2H-1,4-benzodiazepin-2-one), ClC1=CC(=CC=2C(=NC(C(N(C21)C)=O)(C)C)C2=C(C=CC=C2)F)[N+](=O)[O-] (9-chloro-5-(o-fluorophenyl)-1,3-dihydro-1,3,3-trimethyl-7-nitro-2H-1,4-benzodiazepin-2-one). Solvent: C(C)(C)O.C(Cl)Cl (isopropanol methylene chloride). Product: ClC1=CC(=CC=2C(=NC(C(NC21)=O)(C)C)C2=C(C=CC=C2)F)[N+](=O)[O-] (9-chloro-5-(o-fluorophenyl)-1,3-dihydro-3,3-dimethyl-7-nitro-2H-1,4-benzodiazepin-2-one). As a reaction SMILES: FC1C=CC=CC=1C1C2C=C([N+]([O-])=O)C=CC=2N(C)C(=O)C(C)(C)N=1.[Cl:26][C:27]1[C:37]2[N:36](C)[C:35](=[O:39])[C:34]([CH3:41])([CH3:40])[N:33]=[C:32]([C:42]3[CH:47]=[CH:46][CH:45]=[CH:44][C:43]=3[F:48])[C:31]=2[CH:30]=[C:29]([N+:49]([O-:51])=[O:50])[CH:28]=1>C(O)(C)C.C(Cl)Cl>[Cl:26][C:27]1[C:37]2[NH:36][C:35](=[O:39])[C:34]([CH3:41])([CH3:40])[N:33]=[C:32]([C:42]3[CH:47]=[CH:46][CH:45]=[CH:44][C:43]=3[F:48])[C:31]=2[CH:30]=[C:29]([N+:49]([O-:51])=[O:50])[CH:28]=1 |f:2.3|. Procedure details: From 120 g (0.33 mol) of 9-chloro-5-(o-fluorophenyl)-1,3-dihydro-3,3-dimethyl-7-nitro-2H-1,4-benzodiazepin-2-one there is obtained, in analogy to the details in paragraph (c) of Example 1, 9-chloro-5-(o-fluorophenyl)-1,3-dihydro-1,3,3-trimethyl-7-nitro-2H-1,4-benzodiazepin-2-one of melting point 146°-147° (isopropanol/methylene chloride). Reactants: ClC(Cl)(Cl)Cl, CCCCC, OCC1CC2C=CC1C2, c1ccc(P(c2ccccc2)c2ccccc2)cc1. The product is ClCC1CC2C=CC1C2. Reaction SMILES: [C:34]([Cl:35])([Cl:36])([Cl:37])[Cl:38].[CH3:29][CH2:30][CH2:31][CH2:32][CH3:33].[CH:20]12[CH:21]([CH2:27][OH:28])[CH2:22][CH:23]([CH:24]=[CH:25]1)[CH2:26]2.[c:1]1([P:2]([c:3]2[cH:4][cH:5][cH:6][cH:7][cH:8]2)[c:9]2[cH:10][cH:11][cH:12][cH:13][cH:14]2)[cH:15][cH:16][cH:17][cH:18][cH:19]1>>[CH:20]12[CH:21]([CH2:27][Cl:35])[CH2:22][CH:23]([CH:24]=[CH:25]1)[CH2:26]2. Reactants: c1ccc(COC2CCCOC2COC(c2ccccc2)(c2ccccc2)c2ccccc2)cc1, CCO, [H][H]. Product: OC1CCCOC1COC(c1ccccc1)(c1ccccc1)c1ccccc1. RXN SMILES: [CH2:1]([c:2]1[cH:3][cH:4][cH:5][cH:6][cH:7]1)[O:8][CH:9]1[CH:10]([CH2:15][O:16][C:17]([c:18]2[cH:19][cH:20][cH:21][cH:22][cH:23]2)([c:24]2[cH:25][cH:26][cH:27][cH:28][cH:29]2)[c:30]2[cH:31][cH:32][cH:33][cH:34][cH:35]2)[O:11][CH2:12][CH2:13][CH2:14]1.[CH3:36][CH2:37][OH:38].[H:39][H:40]>>[OH:8][CH:9]1[CH:10]([CH2:15][O:16][C:17]([c:18]2[cH:19][cH:20][cH:21][cH:22][cH:23]2)([c:24]2[cH:25][cH:26][cH:27][cH:28][cH:29]2)[c:30]2[cH:31][cH:32][cH:33][cH:34][cH:35]2)[O:11][CH2:12][CH2:13][CH2:14]1. Run in C(Cl)Cl (CH2Cl2), C(C)OCC (diethyl ether). Product: Cl.Cl.CC1=NC=CC(=N1)N1CCC(CC1)N (1-(2-Methyl-pyrimidin-4-yl)-piperidin-4-ylamine dihydrochloride). Reactants: C(C)(C)(C)OC(NC1CCN(CC1)C1=NC(=NC=C1)C)=O ([1-(2-methyl-pyrimidin-4-yl)-piperidin-4-yl]-carbamic acid tert-butyl ester), Cl (HCl). Reaction SMILES: C(OC(=O)[NH:7][CH:8]1[CH2:13][CH2:12][N:11]([C:14]2[CH:19]=[CH:18][N:17]=[C:16]([CH3:20])[N:15]=2)[CH2:10][CH2:9]1)(C)(C)C.[ClH:22]>C(Cl)Cl.C(OCC)C>[ClH:22].[ClH:22].[CH3:20][C:16]1[N:15]=[C:14]([N:11]2[CH2:12][CH2:13][CH:8]([NH2:7])[CH2:9][CH2:10]2)[CH:19]=[CH:18][N:17]=1 |f:4.5.6|. Reported procedure: To a solution of [1-(2-methyl-pyrimidin-4-yl)-piperidin-4-yl]-carbamic acid tert-butyl ester (818.7 mg, 2.8 mmol) in CH2Cl2 (14 mL) was added at room temperature under stirring a 2 M HCl solution in diethyl ether (7 mL) and was stirred at room temperature over the weekend. The solvent was removed under reduced pressure and the residue was treated twice with diethyl ether. The title compound was obtained after removal of the solvent under reduced pressure as a light brown solid (869 mg, 100%) Reactants: CC(C)=O, Cl, FC(F)(F)c1cccc(CCl)c1, [Mg]. Yields the product CC(C)(O)Cc1cccc(C(F)(F)F)c1. RXN SMILES: [CH3:14][C:15]([CH3:16])=[O:17].[ClH:18].[F:1][C:2]([c:3]1[cH:4][c:5]([CH2:6][Cl:7])[cH:8][cH:9][cH:10]1)([F:11])[F:12].[Mg:13]>>[F:1][C:2]([c:3]1[cH:4][c:5]([CH2:6][C:15]([CH3:14])([CH3:16])[OH:17])[cH:8][cH:9][cH:10]1)([F:11])[F:12]. Yield: 83.7%. Procedure details: A stirred solution of the above amide (315 mg, 0.95 mmol) in CH2Cl2 (35 mL) was treated with aziridine (197 μL, 3.81 mmol) at room temperature for 8 h. The mixture was partitioned between more CH2Cl2 and water, and the organic layer was dried and concentrated under reduced pressure. The residue was dissolved in EtOAc and filtered through a short column of silica gel to give 8 (269 mg, 84%): mp (CH2Cl2/iPr2O) 137° C.; 1H NMR [(CD3)2SO] δ8.86 (t, J=5.6 Hz, 1 H, NH), 8.66 (s, 1H, H-3), 7.40 (s, 1H,... Starting materials: ClC=1C(=CC(=C(C(=O)NCCC(=O)OC)C1)[N+](=O)[O-])[N+](=O)[O-] (5-chloro-N-[2-(methoxycarbonyl)ethyl]-2,4-dinitrobenzamide), N1CC1 (aziridine). RXN SMILES: Cl[C:2]1[C:3]([N+:20]([O-:22])=[O:21])=[CH:4][C:5]([N+:17]([O-:19])=[O:18])=[C:6]([CH:16]=1)[C:7]([NH:9][CH2:10][CH2:11][C:12]([O:14][CH3:15])=[O:13])=[O:8].[NH:23]1[CH2:25][CH2:24]1>C(Cl)Cl>[N:23]1([C:2]2[C:3]([N+:20]([O-:22])=[O:21])=[CH:4][C:5]([N+:17]([O-:19])=[O:18])=[C:6]([CH:16]=2)[C:7]([NH:9][CH2:10][CH2:11][C:12]([O:14][CH3:15])=[O:13])=[O:8])[CH2:25][CH2:24]1. The solvent is C(Cl)Cl (CH2Cl2). Product: N1(CC1)C=1C(=CC(=C(C(=O)NCCC(=O)OC)C1)[N+](=O)[O-])[N+](=O)[O-] (5-(aziridin-1-yl)-N-[2-(methoxycarbonyl)ethyl]-2,4-dinitrobenzamide).